This data is from the Open Reaction Database (ORD), a public repository of structured organic reaction records. The task is: describe an organic reaction: reactants, conditions, products, and yield Reactants: FC(C=1C=C2C(=NC1)OC(=N2)C2=C(C=NC=C2)O)(F)F (4-(6-trifluoromethyl-oxazolo[5,4-b]pyridin-2-yl)pyridin-3-ol), C([O-])([O-])=O.[K+].[K+] (potassium carbonate), CN(C)C=O (DMF), C(C)I (ethyl iodide), CN(C)C=O (DMF), C([O-])([O-])=O.[K+].[K+] (potassium carbonate), ICC (iodoethane). Run in O (water). Conditions: temperature 60 celsius. Product: C(C)OC=1C=NC=CC1C=1OC2=NC=C(C=C2N1)C(F)(F)F (2-(3-ethoxypyridin-4-yl)-6-trifluoromethyl-oxazolo[5,4-b]pyridine). The yield is 21.8%. Reaction SMILES: [F:1][C:2]([F:20])([F:19])[C:3]1[CH:4]=[C:5]2[N:11]=[C:10]([C:12]3[CH:17]=[CH:16][N:15]=[CH:14][C:13]=3[OH:18])[O:9][C:6]2=[N:7][CH:8]=1.C(=O)([O-])[O-].[K+].[K+].CN(C=O)C.[CH2:32](I)[CH3:33]>O>[CH2:32]([O:18][C:13]1[CH:14]=[N:15][CH:16]=[CH:17][C:12]=1[C:10]1[O:9][C:6]2[C:5]([N:11]=1)=[CH:4][C:3]([C:2]([F:19])([F:1])[F:20])=[CH:8][N:7]=2)[CH3:33] |f:1.2.3|. Procedure details: To a mixture of 0.25 g of 4-(6-trifluoromethyl-oxazolo[5,4-b]pyridin-2-yl)pyridin-3-ol, 0.14 g of potassium carbonate and 3 ml of DMF, a mixture of 0.15 g of ethyl iodide and 1 ml of DMF was added at room temperature and stirred while heating at 60° C. for 1.5 hours. To the reaction mixture, 70 mg of potassium carbonate and 53 mg of iodoethane were added, and the reaction solution was stirred while heating at 60° C. for 3.5 hours. The reaction solution was cooled to room temperature, and then wa... The reactants are IC1=CC=C2C(NC=NC2=C1)=O (7-Iodoquinazolin-4-one), P(=O)(Cl)(Cl)Cl (phosphorous oxychloride). Yields the product ClC1=NC=NC2=CC(=CC=C12)I (4-Chloro-7-iodoquinazoline). Reaction SMILES: [I:1][C:2]1[CH:11]=[C:10]2[C:5]([C:6](=O)[NH:7][CH:8]=[N:9]2)=[CH:4][CH:3]=1.P(Cl)(Cl)([Cl:15])=O>>[Cl:15][C:6]1[C:5]2[C:10](=[CH:11][C:2]([I:1])=[CH:3][CH:4]=2)[N:9]=[CH:8][N:7]=1. Procedure: 7-Iodoquinazolin-4-one (0.46 g) was treated with phosphorous oxychloride (5 ml) at reflux under nitrogen for 2 hours. The mixture was cooled, evaporated and partitioned between saturated aqueous sodium carbonate and ethyl acetate. The organic phase was dried and concentrated in vacuo to give the title compound (0.43 g); m/z (M+1+) 291. The reactants are ClCCl, COc1ccc(CNc2ccc(C#N)cc2F)cc1, [Na+], O=C(O)C(F)(F)F, O=C([O-])O. Product: N#Cc1ccc(N)c(F)c1. As a reaction SMILES: [Cl:32][CH2:33][Cl:34].[F:8][c:9]1[cH:10][c:11]([C:12]#[N:13])[cH:14][cH:15][c:16]1[NH:17][CH2:18][c:19]1[cH:20][cH:21][c:22]([O:23][CH3:24])[cH:25][cH:26]1.[Na+:27].[OH:1][C:2]([C:3]([F:4])([F:5])[F:6])=[O:7].[OH:28][C:29](=[O:30])[O-:31]>>[F:8][c:9]1[cH:10][c:11]([C:12]#[N:13])[cH:14][cH:15][c:16]1[NH2:17]. The product is Cc1ccc(S(=O)(=O)OCC2Cc3cccc(-c4cc(Cl)cc(Cl)c4)c3O2)cc1. As a reaction SMILES: [CH3:1][c:2]1[cH:3][cH:4][c:5]([S:8](=[O:9])(=[O:10])[O:11][CH2:12][CH:13]2[O:14][c:15]3[c:16]([cH:18][cH:19][cH:20][c:21]3[O:22][S:23]([C:24]([F:25])([F:26])[F:27])(=[O:28])=[O:29])[CH2:17]2)[cH:6][cH:7]1.[Cl:30][c:31]1[cH:32][c:33]([B:38]([OH:39])[OH:40])[cH:34][c:35]([Cl:37])[cH:36]1.[K+:46].[K+:47].[K+:48].[P:41]([O-:42])([O-:43])([O-:44])=[O:45].[cH:49]1[cH:50][cH:51][c:52]([P:53]([Pd:54]([P:55]([c:56]2[cH:57][cH:58][cH:59][cH:60][cH:61]2)([c:62]2[cH:63][cH:64][cH:65][cH:66][cH:67]2)[c:68]2[cH:69][cH:70][cH:71][cH:72][cH:73]2)([P:74]([c:75]2[cH:76][cH:77][cH:78][cH:79][cH:80]2)([c:81]2[cH:82][cH:83][cH:84][cH:85][cH:86]2)[c:87]2[cH:88][cH:89][cH:90][cH:91][cH:92]2)[P:93]([c:94]2[cH:95][cH:96][cH:97][cH:98][cH:99]2)([c:100]2[cH:101][cH:102][cH:103][cH:104][cH:105]2)[c:106]2[cH:107][cH:108][cH:109][cH:110][cH:111]2)([c:112]2[cH:113][cH:114][cH:115][cH:116][cH:117]2)[c:118]2[cH:119][cH:120][cH:121][cH:122][cH:123]2)[cH:124][cH:125]1>>[CH3:1][c:2]1[cH:3][cH:4][c:5]([S:8](=[O:9])(=[O:10])[O:11][CH2:12][CH:13]2[O:14][c:15]3[c:16]([cH:18][cH:19][cH:20][c:21]3-[c:33]3[cH:32][c:31]([Cl:30])[cH:36][c:35]([Cl:37])[cH:34]3)[CH2:17]2)[cH:6][cH:7]1. Reactants: Cc1ccc(S(=O)(=O)OCC2Cc3cccc(OS(=O)(=O)C(F)(F)F)c3O2)cc1, OB(O)c1cc(Cl)cc(Cl)c1, [K+], [K+], [K+], O=P([O-])([O-])[O-], c1ccc(P(c2ccccc2)(c2ccccc2)[Pd](P(c2ccccc2)(c2ccccc2)c2ccccc2)(P(c2ccccc2)(c2ccccc2)c2ccccc2)P(c2ccccc2)(c2ccccc2)c2ccccc2)cc1. Starting materials: ice water, ClC1=NC(=CC=2N1C=CN2)C2=CC(=C(C=C2)OC)OC (5-chloro-7-(3,4-dimethoxyphenyl) imidazo[1,2-c]pyrimidine), FC1=CC=C(C=C1)N1CCNCC1 (1-(4-fluorophenyl)piperazine), C(C)(C)N(CC)C(C)C (diisopropylethylamine). The solvent is CC(C)O (2-propanol). The product is COC=1C=C(C=CC1OC)C1=CC=2N(C(=N1)N1CCN(CC1)C1=CC=C(C=C1)F)C=CN2 (7-(3,4-Dimethoxyphenyl)-5-[4-(4-fluorophenyl)piperazin-1-yl]-imidazo[-1,2-c]pyrimidine). Isolated yield 64.6%. As a reaction SMILES: Cl[C:2]1[N:7]2[CH:8]=[CH:9][N:10]=[C:6]2[CH:5]=[C:4]([C:11]2[CH:16]=[CH:15][C:14]([O:17][CH3:18])=[C:13]([O:19][CH3:20])[CH:12]=2)[N:3]=1.[F:21][C:22]1[CH:27]=[CH:26][C:25]([N:28]2[CH2:33][CH2:32][NH:31][CH2:30][CH2:29]2)=[CH:24][CH:23]=1.C(N(C(C)C)CC)(C)C>CC(O)C>[CH3:20][O:19][C:13]1[CH:12]=[C:11]([C:4]2[N:3]=[C:2]([N:31]3[CH2:30][CH2:29][N:28]([C:25]4[CH:24]=[CH:23][C:22]([F:21])=[CH:27][CH:26]=4)[CH2:33][CH2:32]3)[N:7]3[CH:8]=[CH:9][N:10]=[C:6]3[CH:5]=2)[CH:16]=[CH:15][C:14]=1[O:17][CH3:18]. Reported procedure: The mixture of 5-chloro-7-(3,4-dimethoxyphenyl) imidazo[1,2-c]pyrimidine (57.94 mg, 0.2 mmol), 1-(4-fluorophenyl)piperazine.2HCl (55.69 mg, 0.22 mmol), and diisopropylethylamine (85.31 mg, 0.66 mmol) in 3 ml of 2-propanol was stirred at 90° C. for 3 h, and cooled to room temperature. To the obtained mixture, 3 ml of ice water was added, the produced white solid was collected by filtration, and dried to give the pure product (56 mg, 64.6%) of 7-(3,4-Dimethoxyphenyl)-5-[4-(4-fluorophenyl)piperazin...